This data is from the Open Reaction Database (ORD), a public repository of structured organic reaction records. The task is: describe an organic reaction: reactants, conditions, products, and yield Starting materials: NC1=C(C(N(C(N1CC1CCCCC1)=O)CCC)=O)N=O (6-Amino-1-(cyclohexylmethyl)-3-propyl-5-nitrosouracil), C1(CCCCC1)CN1C(=O)N(C(=O)C(=C1N)N)CCC (1-(cyclohexylmethyl)-5,6-diamino-3-propyluracil), C(=O)C=1C=C(C=CC(=O)O)C=CC1 (3-formylcinnamic acid). Product: C1(CCCCC1)CN1C(N(C(C=2N=C(NC12)C=1C=C(/C=C/C(=O)O)C=CC1)=O)CCC)=O ((E)-3-[3-(cyclohexylmethyl)-1,2,3,6-tetrahydro-2,6dioxo-1-propyl-9H-purin-8-yl]cinnamic acid). The yield is 75.0%. Reaction SMILES: [NH2:1][C:2]1[N:7]([CH2:8][CH:9]2[CH2:14][CH2:13][CH2:12][CH2:11][CH2:10]2)[C:6](=[O:15])[N:5]([CH2:16][CH2:17][CH3:18])[C:4](=[O:19])[C:3]=1[N:20]=O.C1(CN2C(N)=C(N)C(=O)N(CCC)C2=O)CCCCC1.[CH:42]([C:44]1[CH:45]=[C:46]([CH:52]=[CH:53][CH:54]=1)[CH:47]=[CH:48][C:49]([OH:51])=[O:50])=O>>[CH:9]1([CH2:8][N:7]2[C:2]3[NH:1][C:42]([C:44]4[CH:45]=[C:46]([CH:52]=[CH:53][CH:54]=4)/[CH:47]=[CH:48]/[C:49]([OH:51])=[O:50])=[N:20][C:3]=3[C:4](=[O:19])[N:5]([CH2:16][CH2:17][CH3:18])[C:6]2=[O:15])[CH2:14][CH2:13][CH2:12][CH2:11][CH2:10]1. Procedure: In the manner of step (d) of Example 1, 6amino-1-(cyclohexylmethyl)-3-propyl-5-nitrosouracil (step (c) example 12, 2.355 g, 8.00 mmol) was reduced to 1-(cyclohexylmethyl)-5,6-diamino-3-propyluracil, which was condensed with 3-formylcinnamic acid (T. Higa, A. J. Krubsack, J. Org. Chem. 1975, 40: 3037-3045, 1.424 g, 8.00 mmol) to give (E)-3-[3-(cyclohexylmethyl)-1,2,3,6-tetrahydro-2,6dioxo-1-propyl-9H-purin-8-yl]cinnamic acid as a pale yellow solid (2.632 g, 75%), m.p. >350° C.; 1H-NMR (DMSO-d6) c... Reactants: CCCCOC(=O)NC1CCN(C(=O)OCc2ccccc2)C1, CCOC(C)=O, [H][H]. The product is CCCCOC(=O)NC1CCNC1. RXN SMILES: [CH2:1]([O:2][C:3](=[O:4])[N:11]1[CH2:12][CH:13]([NH:16][C:17](=[O:18])[O:19][CH2:20][CH2:21][CH2:22][CH3:23])[CH2:14][CH2:15]1)[c:5]1[cH:6][cH:7][cH:8][cH:9][cH:10]1.[CH3:26][CH2:27][O:28][C:29](=[O:30])[CH3:31].[H:24][H:25]>>[NH:11]1[CH2:12][CH:13]([NH:16][C:17](=[O:18])[O:19][CH2:20][CH2:21][CH2:22][CH3:23])[CH2:14][CH2:15]1. Reactants: [OH-].[Na+] (NaOH), FC1=C(NC=2C(=CN(C(C2)=O)CCOCCOC)C(=O)OCC)C=CC(=C1)I (Ethyl 4-(2-fluoro-4-iodoanilino)-1-[2-(2-methoxyethoxy)ethyl]-6-oxo-1,6-dihydro-3-pyridinecarboxylate), ester. Run in CCO (EtOH). Product: FC1=C(NC=2C(=CN(C(C2)=O)CCOCCOC)C(=O)O)C=CC(=C1)I (4-(2-fluoro-4-iodoanilino)-1-[2-(2-methoxyethoxy)ethyl]-6-oxo-1,6-dihydro-3-pyridinecarboxylic acid). Yield: 99.0%. Reaction SMILES: [F:1][C:2]1[CH:27]=[C:26]([I:28])[CH:25]=[CH:24][C:3]=1[NH:4][C:5]1[C:6]([C:19]([O:21]CC)=[O:20])=[CH:7][N:8]([CH2:12][CH2:13][O:14][CH2:15][CH2:16][O:17][CH3:18])[C:9](=[O:11])[CH:10]=1.[OH-].[Na+]>CCO>[F:1][C:2]1[CH:27]=[C:26]([I:28])[CH:25]=[CH:24][C:3]=1[NH:4][C:5]1[C:6]([C:19]([OH:21])=[O:20])=[CH:7][N:8]([CH2:12][CH2:13][O:14][CH2:15][CH2:16][O:17][CH3:18])[C:9](=[O:11])[CH:10]=1 |f:1.2|. Reported procedure: Ethyl 4-(2-fluoro-4-iodoanilino)-1-[2-(2-methoxyethoxy)ethyl]-6-oxo-1,6-dihydro-3-pyridinecarboxylate was dissolved in EtOH and treated with 1 M NaOH, as for example 1, step C, to hydrolyse the ester to give 4-(2-fluoro-4-iodoanilino)-1-[2-(2-methoxyethoxy)ethyl]-6-oxo-1,6-dihydro-3-pyridinecarboxylic acid as a cream solid (99%), used directly in the next step. 1H NMR [(CD3)2SO, 400 MHz] δ 13.00 (v br s, 1H), 9.72 (br s, 1H), 8.41 (s, 1H), 7.75 (dd, J=10.1, 1.9 Hz, 1H), 7.60 (ddd, J=8.3, 1.9, 0.... Reactants: C(C)(CC)NC1=C(C(=C(C=C1[N+](=O)[O-])C)Cl)[N+](=O)[O-] (N-sec-butyl-3-chloro-2,6-dinitro-4-methylaniline), N (ammonia), product. The product is C(C)(CC)NC=1C(=C(C(=CC1[N+](=O)[O-])C)N)[N+](=O)[O-] (sec-butyl-2,4-dinitro-6-methyl-1,3-phenylenediamine). As a reaction SMILES: [CH:1]([NH:5][C:6]1[C:11]([N+:12]([O-:14])=[O:13])=[CH:10][C:9]([CH3:15])=[C:8](Cl)[C:7]=1[N+:17]([O-:19])=[O:18])([CH2:3][CH3:4])[CH3:2].[NH3:20]>>[CH:1]([NH:5][C:6]1[C:7]([N+:17]([O-:19])=[O:18])=[C:8]([NH2:20])[C:9]([CH3:15])=[CH:10][C:11]=1[N+:12]([O-:14])=[O:13])([CH2:3][CH3:4])[CH3:2]. Reported procedure: This compound was prepared in a similar manner by reaction of N-sec-butyl-3-chloro-2,6-dinitro-4-methylaniline with ammonia. The crystalline product melts at 151.5°-152.5°C. Reactants: [Br-], c1ccc(COCCC[P+](c2ccccc2)(c2ccccc2)c2ccccc2)cc1, CC(C)(C)[O-], [K+], C1CCOC1, O=Cc1cn(C(c2ccccc2)(c2ccccc2)c2ccccc2)cn1. The product is C(=Cc1cn(C(c2ccccc2)(c2ccccc2)c2ccccc2)cn1)CCOCc1ccccc1. As a reaction SMILES: [Br-:27].[CH2:28]([c:29]1[cH:30][cH:31][cH:32][cH:33][cH:34]1)[O:35][CH2:36][CH2:37][CH2:38][P+:39]([c:40]1[cH:41][cH:42][cH:43][cH:44][cH:45]1)([c:46]1[cH:47][cH:48][cH:49][cH:50][cH:51]1)[c:52]1[cH:53][cH:54][cH:55][cH:56][cH:57]1.[CH3:58][C:59]([CH3:60])([O-:61])[CH3:62].[K+:63].[O:64]1[CH2:65][CH2:66][CH2:67][CH2:68]1.[c:1]1([C:7]([n:8]2[cH:9][n:10][c:11]([CH:13]=[O:14])[cH:12]2)([c:15]2[cH:16][cH:17][cH:18][cH:19][cH:20]2)[c:21]2[cH:22][cH:23][cH:24][cH:25][cH:26]2)[cH:2][cH:3][cH:4][cH:5][cH:6]1>>[c:1]1([C:7]([n:8]2[cH:9][n:10][c:11]([CH:13]=[CH:38][CH2:37][CH2:36][O:35][CH2:28][c:29]3[cH:30][cH:31][cH:32][cH:33][cH:34]3)[cH:12]2)([c:15]2[cH:16][cH:17][cH:18][cH:19][cH:20]2)[c:21]2[cH:22][cH:23][cH:24][cH:25][cH:26]2)[cH:2][cH:3][cH:4][cH:5][cH:6]1. Starting materials: solution, [H-].C(C(C)C)[Al+]CC(C)C (diisobutyl aluminum hydride), CO (methanol), COC(=O)CCCCCC1=CC=CC=2N1C=NC2 (5-(5-methoxycarbonylpentyl)-imidazo[1,5-a]pyridine), O (water). Run in CCCCCC (hexane), C(Cl)Cl (methylene chloride). Conditions: time 20 minute. Yields the product C(=O)CCCCCC1=CC=CC=2N1C=NC2 (5-(5-formylpentyl)imidazo[1,5-a]pyridine). Reaction SMILES: C[O:2][C:3]([CH2:5][CH2:6][CH2:7][CH2:8][CH2:9][C:10]1[N:15]2[CH:16]=[N:17][CH:18]=[C:14]2[CH:13]=[CH:12][CH:11]=1)=O.[H-].C([Al+]CC(C)C)C(C)C.CO.O>C(Cl)Cl.CCCCCC>[CH:3]([CH2:5][CH2:6][CH2:7][CH2:8][CH2:9][C:10]1[N:15]2[CH:16]=[N:17][CH:18]=[C:14]2[CH:13]=[CH:12][CH:11]=1)=[O:2] |f:1.2|. Procedure: To a cooled (-60°) solution of 4.9 g of 5-(5-methoxycarbonylpentyl)-imidazo[1,5-a]pyridine [obtained by esterification of 5-(5-carboxypentyl)-imidazo[1,5-a]pyridine with diazomethane in methylene chloride] in 140 ml of methylene chloride is added 40 ml of a 1.75M solution of diisobutyl aluminum hydride in hexane in a dropwise manner over a 20 minute period. On completion of the addition, the reaction is allowed to stir at -60° for a further 20 minutes. Then, 10 ml of methanol, followed by 100 ml... Starting materials: ClC=1C=C(COC2=CC=C(C=C2)[C@@H]2OC=3C(=CC=4C[C@H](N(CC4C3)[C@@H](CC)C3=CC=CC=C3)C(=O)O)OC2)C=CC1Cl ((3S,8S)-3-[4-(3,4-dichloro-benzyloxy)-phenyl]-7-((S)-1-phenyl-propyl)-2,3,6,7,8,9-hexahydro-[1,4]dioxino[2,3-g]isoquinoline-8-carboxylic acid), Cl.COC([C@H](CC1=CC=C(C=C1)C1=CC=C(C=C1)C#N)N)=O ((S)-2-amino-3-(4′-cyano-biphenyl-4-yl)-propionic acid methyl ester hydrochloride). Yields the product C(#N)C1=CC=C(C=C1)C1=CC=C(C=C1)C[C@@H](C(=O)O)NC(=O)[C@H]1N(CC=2C=C3C(=CC2C1)OC[C@@H](O3)C3=CC=C(C=C3)OCC3=CC(=C(C=C3)Cl)Cl)[C@@H](CC)C3=CC=CC=C3 ((S)-3-(4′-Cyano-biphenyl-4-yl)-2-{[(3S,8S)-3-[4-(3,4-dichloro-benzyloxy)-phenyl]-7-((S)-1-phenyl-propyl)-2,3,6,7,8,9-hexahydro-[1,4]dioxino[2,3-g]isoquinoline-8-carbonyl]-amino}-propionic acid). As a reaction SMILES: [Cl:1][C:2]1[CH:3]=[C:4]([CH:39]=[CH:40][C:41]=1[Cl:42])[CH2:5][O:6][C:7]1[CH:12]=[CH:11][C:10]([C@H:13]2[CH2:38][O:37][C:16]3=[CH:17][C:18]4[CH2:19][C@@H:20]([C:34](O)=[O:35])[N:21]([C@H:25]([C:28]5[CH:33]=[CH:32][CH:31]=[CH:30][CH:29]=5)[CH2:26][CH3:27])[CH2:22][C:23]=4[CH:24]=[C:15]3[O:14]2)=[CH:9][CH:8]=1.Cl.C[O:45][C:46](=[O:64])[C@@H:47]([NH2:63])[CH2:48][C:49]1[CH:54]=[CH:53][C:52]([C:55]2[CH:60]=[CH:59][C:58]([C:61]#[N:62])=[CH:57][CH:56]=2)=[CH:51][CH:50]=1>>[C:61]([C:58]1[CH:57]=[CH:56][C:55]([C:52]2[CH:51]=[CH:50][C:49]([CH2:48][C@H:47]([NH:63][C:34]([C@@H:20]3[CH2:19][C:18]4[CH:17]=[C:16]5[O:37][CH2:38][C@H:13]([C:10]6[CH:9]=[CH:8][C:7]([O:6][CH2:5][C:4]7[CH:39]=[CH:40][C:41]([Cl:42])=[C:2]([Cl:1])[CH:3]=7)=[CH:12][CH:11]=6)[O:14][C:15]5=[CH:24][C:23]=4[CH2:22][N:21]3[C@H:25]([C:28]3[CH:33]=[CH:32][CH:31]=[CH:30][CH:29]=3)[CH2:26][CH3:27])=[O:35])[C:46]([OH:45])=[O:64])=[CH:54][CH:53]=2)=[CH:60][CH:59]=1)#[N:62] |f:1.2|. Reported procedure: The title compound (193 mg) was prepared from (3S,8S)-3-[4-(3,4-dichloro-benzyloxy)-phenyl]-7-((S)-1-phenyl-propyl)-2,3,6,7,8,9-hexahydro-[1,4]dioxino[2,3-g]isoquinoline-8-carboxylic acid (272 mg) and (S)-2-amino-3-(4′-cyano-biphenyl-4-yl)-propionic acid methyl ester hydrochloride according to General Procedures L and B. LCMS (m/z): 853. Reaction SMILES: [S:1]([O-:5])([O-:4])(=[O:3])=[O:2].[Co+2:6].[NH:7]1[CH:11]=[CH:10][N:9]=[CH:8]1>>[S:1]([O-:5])([O-:4])(=[O:3])=[O:2].[Co+2:6].[NH:7]1[CH:11]=[CH:10][N:9]=[CH:8]1.[NH:7]1[CH:11]=[CH:10][N:9]=[CH:8]1.[NH:7]1[CH:11]=[CH:10][N:9]=[CH:8]1.[NH:7]1[CH:11]=[CH:10][N:9]=[CH:8]1.[NH:7]1[CH:11]=[CH:10][N:9]=[CH:8]1.[NH:7]1[CH:11]=[CH:10][N:9]=[CH:8]1.[NH:7]1[CH:11]=[CH:10][N:9]=[CH:8]1.[NH:7]1[CH:11]=[CH:10][N:9]=[CH:8]1.[NH:7]1[CH:11]=[CH:10][N:9]=[CH:8]1.[NH:7]1[CH:11]=[CH:10][N:9]=[CH:8]1 |f:0.1,3.4.5.6.7.8.9.10.11.12.13.14|. Product: S(=O)(=O)([O-])[O-].[Co+2].N1C=NC=C1.N1C=NC=C1.N1C=NC=C1.N1C=NC=C1.N1C=NC=C1.N1C=NC=C1.N1C=NC=C1.N1C=NC=C1.N1C=NC=C1.N1C=NC=C1 (deca(imidazole) cobalt (II) sulfate). Run at temperature 100 celsius. Starting materials: S(=O)(=O)([O-])[O-].[Co+2] (cobalt (II) sulfate), N1C=NC=C1 (imidazole). Procedure: A thoroughly stirred mixture of 1 mole of cobalt (II) sulfate and 11 moles of imidazole was introduced into a flow tube reactor and heated at about 100° C. for 15 to 20 minutes to obtain the complex of deca(imidazole) cobalt (II) sulfate.